This data is from the Open Reaction Database (ORD), a public repository of structured organic reaction records. The task is: describe an organic reaction: reactants, conditions, products, and yield The reactants are CCOC(=O)CP(=O)(OCC)OCC, Cc1cc2c(C=O)cccn2n1, [H-], [Na+], C1CCOC1, O. Yields the product CCOC(=O)C=Cc1cccn2nc(C)cc12. Reaction SMILES: [CH2:3]([O:4][P:5]([O:6][CH2:7][CH3:8])(=[O:9])[CH2:11][C:12](=[O:13])[O:14][CH2:15][CH3:16])[CH3:10].[CH3:17][c:18]1[n:19][n:20]2[c:21]([c:22]([CH:26]=[O:27])[cH:23][cH:24][cH:25]2)[cH:28]1.[H-:1].[Na+:2].[O:30]1[CH2:31][CH2:32][CH2:33][CH2:34]1.[OH2:29]>>[CH:11]([C:12](=[O:13])[O:14][CH2:15][CH3:16])=[CH:26][c:22]1[c:21]2[n:20]([n:19][c:18]([CH3:17])[cH:28]2)[cH:25][cH:24][cH:23]1.